From a dataset of the Open Reaction Database (ORD), a public repository of structured organic reaction records. describe an organic reaction: reactants, conditions, products, and yield Starting materials: CNC (dimethylamine), N1=C(N=C(N=C1P(OC(C)C)(=O)OC(C)C)P(OC(C)C)(=O)OC(C)C)P(OC(C)C)(=O)OC(C)C (hexaisopropyl 1,3,5-triazine-2,4,6-triphosphonate). The product is CN(C1=NC(=NC(=N1)P(OC(C)C)(=O)OC(C)C)P(OC(C)C)(=O)OC(C)C)C (tetraisopropyl 2-dimethylamino-1,3,5-triazine-4,6-diphosphonate). RXN SMILES: [CH3:1][NH:2][CH3:3].[N:4]1[C:9](P(OC(C)C)(=O)OC(C)C)=[N:8][C:7]([P:20]([O:26][CH:27]([CH3:29])[CH3:28])(=[O:25])[O:21][CH:22]([CH3:24])[CH3:23])=[N:6][C:5]=1[P:30]([O:36][CH:37]([CH3:39])[CH3:38])(=[O:35])[O:31][CH:32]([CH3:34])[CH3:33]>>[CH3:1][N:2]([CH3:3])[C:9]1[N:8]=[C:7]([P:20]([O:26][CH:27]([CH3:28])[CH3:29])(=[O:25])[O:21][CH:22]([CH3:24])[CH3:23])[N:6]=[C:5]([P:30]([O:31][CH:32]([CH3:34])[CH3:33])(=[O:35])[O:36][CH:37]([CH3:39])[CH3:38])[N:4]=1. Procedure: Following the procedure of Example 20, aqueous dimethylamine (40% w/w, 50.63 g, 20.25 g (CH3)2NH, 0.450 mol) was reacted with hexaisopropyl 1,3,5-triazine-2,4,6-triphosphonate (42.98 g) to produce tetraisopropyl 2-dimethylamino-1,3,5-triazine-4,6-diphosphonate. Reactants: C(C=C)(=O)OCCO (hydroxyethyl acrylate), C(C)(C)(C)C1=C(C(=CC(=C1)C)C(C)(C)C)O (2,6-di-tert-butyl-4-methylphenol), C(C1=CC=C(C(=O)Cl)C=C1)(=O)Cl (terephthaloyl chloride), C(C=C)(=O)OCCO (hydroxyethyl acrylate), ice water, Cl (hydrochloric acid). Run in N1=CC=CC=C1.C1(=CC=CC=C1)C (pyridine toluene). Yields the product C(C=C)(=O)OCCOC(C1=CC=C(C(=O)OCCOC(C=C)=O)C=C1)=O (Bis[2-(acryloyloxy)ethyl]terephthalate). Reaction SMILES: [C:1]([O:5][CH2:6][CH2:7][OH:8])(=[O:4])[CH:2]=[CH2:3].C(C1C=C(C)C=[C:15]([C:20](C)(C)C)[C:14]=1[OH:24])(C)(C)C.[C:25](Cl)(=[O:35])[C:26]1[CH:34]=[CH:33][C:29]([C:30](Cl)=[O:31])=[CH:28][CH:27]=1.Cl>N1C=CC=CC=1.C1(C)C=CC=CC=1>[C:1]([O:5][CH2:6][CH2:7][O:8][C:25](=[O:35])[C:26]1[CH:34]=[CH:33][C:29]([C:30]([O:5][CH2:6][CH2:7][O:8][C:14](=[O:24])[CH:15]=[CH2:20])=[O:31])=[CH:28][CH:27]=1)(=[O:4])[CH:2]=[CH2:3] |f:4.5|. Procedure details: A 500 ml round-bottom flask was initially charged with 64.1 g of hydroxyethyl acrylate in 100 ml of pyridine/toluene (1:1, v/v) together with 0.1 g of 2,6-di-tert-butyl-4-methylphenol at 0° C. and 56.1 g of terephthaloyl chloride were slowly added dropwise. The mixture was stirred at room temperature until the hydroxyethyl acrylate content had fallen below 0.1%. Thereafter, the mixture was poured onto 0.5 l of ice-water and acidified with 1 N aqueous hydrochloric acid. The aqueous phase was extr... The reactants are C(C)(=O)N1C(C(C2=CC(=CC=C12)[N+](=O)[O-])=C(C1=CC=CC=C1)OCC)=O (1-acetyl-3-{1-ethoxy-1-phenylmethylidene}-5-nitro-2-indolinone), NC1=CC=C(CC=2N=CNC2)C=C1 (4-(4-amino-benzyl)-1H-imidazole), N1CCCCC1 (piperidine), O (water). Solvent: CN(C)C=O (DMF). Yields the product N1C=NC(=C1)CC1=CC=C(N\C(\C2=CC=CC=C2)=C\2/C(NC3=CC=C(C=C23)[N+](=O)[O-])=O)C=C1 (3-{(Z)-1-[4-((imidazol-4-yl)methyl)anilino]-1-phenylmethylidene}-5-nitro-2-indolinone). As a reaction SMILES: C([N:4]1[C:12]2[C:7](=[CH:8][C:9]([N+:13]([O-:15])=[O:14])=[CH:10][CH:11]=2)[C:6](=[C:16](OCC)[C:17]2[CH:22]=[CH:21][CH:20]=[CH:19][CH:18]=2)[C:5]1=[O:26])(=O)C.[NH2:27][C:28]1[CH:39]=[CH:38][C:31]([CH2:32][C:33]2[N:34]=[CH:35][NH:36][CH:37]=2)=[CH:30][CH:29]=1.N1CCCCC1.O>CN(C=O)C>[NH:36]1[CH:37]=[C:33]([CH2:32][C:31]2[CH:30]=[CH:29][C:28]([NH:27]/[C:16](=[C:6]3\[C:5](=[O:26])[NH:4][C:12]4[C:7]\3=[CH:8][C:9]([N+:13]([O-:15])=[O:14])=[CH:10][CH:11]=4)/[C:17]3[CH:18]=[CH:19][CH:20]=[CH:21][CH:22]=3)=[CH:39][CH:38]=2)[N:34]=[CH:35]1. Procedure details: Prepared by reacting 1-acetyl-3-{1-ethoxy-1-phenylmethylidene}-5-nitro-2-indolinone with 1.45 equivalents of 4-(4-amino-benzyl)-1H-imidazole in DMF (100° C., for 2 hours), subsequent treatment with 5 equivalents of piperidine (20° C., 1 hour) and precipitation with water. Starting materials: Cn1c(-c2ccccc2)c(C2=CCC(C(=O)O)(C(=O)O)CC2)c2ccccc21, CCO, CCCCCC, C1COCCO1. The product is Cn1c(-c2ccccc2)c(C2CCC(C(=O)O)(C(=O)O)CC2)c2ccccc21. Reaction SMILES: [CH3:13][n:14]1[c:15](-[c:35]2[cH:36][cH:37][cH:38][cH:39][cH:40]2)[c:16]([C:23]2=[CH:24][CH2:25][C:26]([C:29](=[O:30])[OH:31])([C:32](=[O:33])[OH:34])[CH2:27][CH2:28]2)[c:17]2[cH:18][cH:19][cH:20][cH:21][c:22]12.[CH3:41][CH2:42][OH:43].[CH3:7][CH2:8][CH2:9][CH2:10][CH2:11][CH3:12].[O:1]1[CH2:2][CH2:3][O:4][CH2:5][CH2:6]1>>[CH3:13][n:14]1[c:15](-[c:35]2[cH:36][cH:37][cH:38][cH:39][cH:40]2)[c:16]([CH:23]2[CH2:24][CH2:25][C:26]([C:29](=[O:30])[OH:31])([C:32](=[O:33])[OH:34])[CH2:27][CH2:28]2)[c:17]2[cH:18][cH:19][cH:20][cH:21][c:22]12.